The task is: describe an organic reaction: reactants, conditions, products, and yield. This data is from the Open Reaction Database (ORD), a public repository of structured organic reaction records. Starting materials: 1-(4-methoxycarbonyl-2-D-methylbutanoyl)-L-proline dicyclohexylamine salt, C(C)(C)(C)OC([C@H]1N(CCC1)C(C(CCC(=O)OC)C)=O)=O (1-(4-Methoxycarbonyl-2-methylbutanoyl)-L-proline tert.-butyl ester), 1-(4-methoxycarbonyl-2-L-methylbutanoyl)-L-proline. The solvent is FC(C(=O)O)(F)F (trifluoroacetic acid). Run at time 1 hour. The product is COC(=O)CCC(C(=O)N1[C@H](C(=O)O)CCC1)C (1-(4-Methoxycarbonyl-2-methylbutanoyl)-L-proline). RXN SMILES: C([O:5][C:6](=[O:22])[C@@H:7]1[CH2:11][CH2:10][CH2:9][N:8]1[C:12](=[O:21])[CH:13]([CH3:20])[CH2:14][CH2:15][C:16]([O:18][CH3:19])=[O:17])(C)(C)C>FC(F)(F)C(O)=O>[CH3:19][O:18][C:16]([CH2:15][CH2:14][CH:13]([CH3:20])[C:12]([N:8]1[CH2:9][CH2:10][CH2:11][C@H:7]1[C:6]([OH:22])=[O:5])=[O:21])=[O:17]. Reported procedure: 1-(4-Methoxycarbonyl-2-methylbutanoyl)-L-proline tert.-butyl ester (3.4 g.) is dissolved in trifluoroacetic acid (25 ml.) and the solution kept at room temperature for one hour. The trifluoroacetic acid is removed in vacuo and the residue is reprecipitated from ethyl-hexane several times. The residue is dissolved in acetonitrile (12 ml.) and 2 ml. of dicyclohexylamine is added. The crystalline salt is isolated by filtration and recrystallized from acetonitrile to yield 18 g. of 1-(4-methoxycarbo... Starting materials: N1C[C@@H](CC1)NC(=O)C1=CNC2=C1N=CN=C2C2=C(C=CC=1OCOC12)OCCCC (4-(5-butoxy-benzo[1,3]dioxol-4-yl)-5H-pyrrolo[3,2-d]pyrimidine-7-carboxylic acid (R)-pyrrolidin-3-ylamide), ClC(=O)OCC (ethyl chloroformate). Yields the product C(C)OC(=O)N1C[C@@H](CC1)NC(=O)C1=CNC2=C1N=CN=C2C2=C(C=CC=1OCOC12)OCCCC ((R)-3-{[4-(5-Butoxy-benzo[1,3]dioxol-4-yl)-5H-pyrrolo[3,2-d]pyrimidine-7-carbonyl]amino}-pyrrolidine-1-carboxylic acid ethyl ester). Reaction SMILES: [NH:1]1[CH2:5][CH2:4][C@@H:3]([NH:6][C:7]([C:9]2[C:13]3[N:14]=[CH:15][N:16]=[C:17]([C:18]4[C:26]5[O:25][CH2:24][O:23][C:22]=5[CH:21]=[CH:20][C:19]=4[O:27][CH2:28][CH2:29][CH2:30][CH3:31])[C:12]=3[NH:11][CH:10]=2)=[O:8])[CH2:2]1.Cl[C:33]([O:35][CH2:36][CH3:37])=[O:34]>>[CH2:36]([O:35][C:33]([N:1]1[CH2:5][CH2:4][C@@H:3]([NH:6][C:7]([C:9]2[C:13]3[N:14]=[CH:15][N:16]=[C:17]([C:18]4[C:26]5[O:25][CH2:24][O:23][C:22]=5[CH:21]=[CH:20][C:19]=4[O:27][CH2:28][CH2:29][CH2:30][CH3:31])[C:12]=3[NH:11][CH:10]=2)=[O:8])[CH2:2]1)=[O:34])[CH3:37]. Procedure details: Starting from 4-(5-butoxy-benzo[1,3]dioxol-4-yl)-5H-pyrrolo[3,2-d]pyrimidine-7-carboxylic acid (R)-pyrrolidin-3-ylamide (example A181) and ethyl chloroformate the title compound was obtained as colorless solid. Reactants: CC(C)(C)OC(=O)NCC(=O)ON1C(=O)CCC1=O (Boc-Gly-Osu), NCC(CO)O (1-amino-2,3-propanediol). The solvent is CN(C)C=O (DMF). Conditions: time 18 hour. The product is C(=O)(OC(C)(C)C)NCC(=O)NCC(CO)O (N-((N-Boc)-glycyl)-aminopropane-2,3-diol). Isolated yield 98.0%. As a reaction SMILES: [CH3:1][C:2]([O:5][C:6]([NH:8][CH2:9][C:10]([O:12]N1C(=O)CCC1=O)=O)=[O:7])([CH3:4])[CH3:3].[NH2:20][CH2:21][CH:22]([OH:25])[CH2:23][OH:24]>CN(C=O)C>[C:6]([NH:8][CH2:9][C:10]([NH:20][CH2:21][CH:22]([OH:25])[CH2:23][OH:24])=[O:12])([O:5][C:2]([CH3:1])([CH3:3])[CH3:4])=[O:7]. Reported procedure: 10.00 g (36.73 mmol) Boc-Gly-Osu (Bachem) was dissolved together with 3.35 g (36.77 mmol) 1-amino-2,3-propanediol in 50 ml DMF and stirred for 18 h. The product was purified by flash chromatography (CH2Cl2 /MeOH; 95:5 v/v). 8.94 g (98%) 19 was obtained as a colourless oil. Starting materials: C(C)(=O)OCC(CCC)(CCC1=C(C=CC=C1)O)NC(C)=O (2-acetamido-2-(2-(2-hydroxyphenyl)ethyl)pentyl acetate), C(CCCCCC)Br (heptyl bromide), O (water), [H-].[Na+] (sodium hydride). The solvent is CN(C=O)C (dimethylformamide), O1CCCC1 (tetrahydrofuran), CN(C=O)C (dimethylformamide). Run at time 8 hour. The product is C(C)(=O)OCC(CCC)(CCC1=C(C=CC=C1)OCCCCCCC)NC(C)=O (2-Acetamido-2-(2-(2-heptyloxyphenyl)ethyl)pentyl acetate). The yield is 42.0%. RXN SMILES: [H-].[Na+].[C:3]([O:6][CH2:7][C:8]([NH:21][C:22](=[O:24])[CH3:23])([CH2:12][CH2:13][C:14]1[CH:19]=[CH:18][CH:17]=[CH:16][C:15]=1[OH:20])[CH2:9][CH2:10][CH3:11])(=[O:5])[CH3:4].[CH2:25](Br)[CH2:26][CH2:27][CH2:28][CH2:29][CH2:30][CH3:31].O>CN(C)C=O.O1CCCC1>[C:3]([O:6][CH2:7][C:8]([NH:21][C:22](=[O:24])[CH3:23])([CH2:12][CH2:13][C:14]1[CH:19]=[CH:18][CH:17]=[CH:16][C:15]=1[O:20][CH2:25][CH2:26][CH2:27][CH2:28][CH2:29][CH2:30][CH3:31])[CH2:9][CH2:10][CH3:11])(=[O:5])[CH3:4] |f:0.1|. Procedure: To a suspension of sodium hydride (85 mg) in dimethylformamide (5 ml), a solution of 2-acetamido-2-(2-(2-hydroxyphenyl)ethyl)pentyl acetate (0.65 g) in dimethylformamide (5 ml) was added under ice-cooling and the mixture was stirred at room temperature for an hour. To the solution, a solution of heptyl bromide (0.42 g) in tetrahydrofuran (4 ml) was added. The mixture was stirred at the same temperature for 6 hours and left standing overnight. The reaction mixture was poured into water and extrac... Reactants: C(C)(=O)N1CC=2N(CC1)C=C(N2)C(=O)OCC (Ethyl 7-acetyl-5,6,7,8-tetrahydroimidazo[1,2-a]pyrazine-2-carboxylate), NN (hydrazine). Reaction conditions: time 20 minute. Product: C(C)(=O)N1CC=2N(CC1)C=C(N2)C(=O)NN (7-Acetyl-5,6,7,8-tetrahydroimidazo[1,2-a]pyrazine-2-carbohydrazide). Reaction SMILES: [C:1]([N:4]1[CH2:9][CH2:8][N:7]2[CH:10]=[C:11]([C:13]([O:15]CC)=O)[N:12]=[C:6]2[CH2:5]1)(=[O:3])[CH3:2].[NH2:18][NH2:19]>>[C:1]([N:4]1[CH2:9][CH2:8][N:7]2[CH:10]=[C:11]([C:13]([NH:18][NH2:19])=[O:15])[N:12]=[C:6]2[CH2:5]1)(=[O:3])[CH3:2]. Reported procedure: 6 g of the ester thereby obtained, in 10 ml of hydrazine, are brought to the refluxing temperature for 20 min. The excess hydrazine is evaporated off and the oil obtained purified by chromatography on a silica column (methylene chloride/methanol/ammonia solution 19:10:1). Starting materials: [NH4+].[Cl-] (NH4Cl), OC1=CC=C(C=C1)C(C1=CC=C(C=C1)CCC(=O)OC)=C1CC(CC(C1)(C)C)(C)C (methyl 3-{4-[(4-hydroxyphenyl)(3,3,5,5-tetramethylcyclohexylidene)methyl]phenyl}propanoate), C(C)(C)N(C(C)C)CC (N,N-diisopropylethylamine), C(CCC#C)O (4-pentyn-1-ol). The reagents and catalysts are Cl[Pd]([P](C1=CC=CC=C1)(C2=CC=CC=C2)C3=CC=CC=C3)([P](C4=CC=CC=C4)(C5=CC=CC=C5)C6=CC=CC=C6)Cl (Pd(PPh3)2Cl2), [Cu]I (CuI). The solvent is O (water), CN(C)C=O (DMF). Reaction conditions: temperature 80 celsius, time 8 hour. Product: C1(CCCCCC1)=C(C1=CC=C(C=C1)O)C1=CC=C(C=C1)C#CCCCO (4-{Cycloheptylidene[4-(5-hydroxy-1-pentyn-1-yl)phenyl]methyl}phenol). Isolated yield 45.1%. RXN SMILES: [OH:1][C:2]1[CH:7]=[CH:6][C:5]([C:8](=[C:21]2[CH2:26][C:25]([CH3:28])(C)[CH2:24][C:23](C)(C)[CH2:22]2)[C:9]2[CH:14]=[CH:13][C:12]([CH2:15][CH2:16]C(OC)=O)=[CH:11][CH:10]=2)=[CH:4][CH:3]=1.C(N(CC)[CH:35]([CH3:37])[CH3:36])(C)C.C([OH:45])CCC#C.[NH4+].[Cl-]>CN(C=O)C.Cl[Pd](Cl)([P](C1C=CC=CC=1)(C1C=CC=CC=1)C1C=CC=CC=1)[P](C1C=CC=CC=1)(C1C=CC=CC=1)C1C=CC=CC=1.[Cu]I.O>[C:21]1(=[C:8]([C:9]2[CH:14]=[CH:13][C:12]([C:15]#[C:16][CH2:37][CH2:35][CH2:36][OH:45])=[CH:11][CH:10]=2)[C:5]2[CH:6]=[CH:7][C:2]([OH:1])=[CH:3][CH:4]=2)[CH2:22][CH2:23][CH2:24][CH2:28][CH2:25][CH2:26]1 |f:3.4,^1:55,74|. Reported procedure: To a degassed solution of 4-[(4-bromophenyl)(cycloheptylidene)methyl]phenol (9) (0.20 g, 0.56 mmol) in DMF (5 mL) were added Pd(PPh3)2Cl2 (40 mg, 0.06 mmol), CuI (11 mg, 0.06 mmol), N,N-diisopropylethylamine (0.45 mL, 2.52 mmol) and 4-pentyn-1-ol (0.11 mL, 1.12 mmol). The reaction mixture was stirred at 80° C. overnight, poured into saturated aqueous NH4Cl (15 mL) and water (5 mL), extracted with ethyl acetate (3×50 mL). The combined organic phase washed with water, brine, dried over Na2SO4, fil... Starting materials: BrC1=C(N)C=C(C=C1)F (2-Bromo-5-fluoro-aniline), [N+](=O)([O-])C=1C=C(C=CC1)S(=O)(=O)O (m-nitrobenzenesulfonic acid), P(O)(O)(O)=O (phosphoric acid), ferrous sulfate heptahydrate, O.N (ammonia water), C(\C=C\CCC)=O (trans-2-hexenal). Run in O (water). Run at temperature 80 celsius, time 1 hour. Product: BrC=1C=CC(=C2C=CC(=NC12)CCC)F (8-bromo-5-fluoro-2-propylquinoline). The yield is 17.9%. RXN SMILES: [Br:1][C:2]1[CH:8]=[CH:7][C:6]([F:9])=[CH:5][C:3]=1[NH2:4].[N+]([C:13]1[CH:14]=[C:15](S(O)(=O)=O)[CH:16]=[CH:17][CH:18]=1)([O-])=O.P(=O)(O)(O)O.C(=O)/C=C/CCC.O.N>O>[Br:1][C:2]1[CH:8]=[CH:7][C:6]([F:9])=[C:5]2[C:3]=1[N:4]=[C:18]([CH2:17][CH2:16][CH3:15])[CH:13]=[CH:14]2 |f:4.5|. Procedure details: 2-Bromo-5-fluoro-aniline (5.00 g, 95 mass % article, 25.0 mmol), m-nitrobenzenesulfonic acid (2.65 g, 13.0 mmol), 20.0 mL of 85 wt % aqueous phosphoric acid solution and ferrous sulfate heptahydrate (65.5 mg, 0.250 mmol) were placed in a 100 mL three-neck flask equipped with a magnetic stirrer, a reflux condenser, a thermometer and a dropping funnel and the mixture was heated to 80° C. in an oil bath. Subsequently, trans-2-hexenal (6.51 g, 98 mass % article, 65.0 mmol) was added dropwise thereto...